From a dataset of the Open Reaction Database (ORD), a public repository of structured organic reaction records. describe an organic reaction: reactants, conditions, products, and yield The reactants are CC(C)(C)OC(=O)NNC1(NC(=S)OCc2ccccc2)CC1, CCOCC, Cl, C1COCCO1. Yields the product Cl, NNC1(NC(=S)OCc2ccccc2)CC1. Reaction SMILES: [C:1]([O:2][C:3](=[O:4])[NH:8][NH:9][C:10]1([NH:13][C:14](=[S:15])[O:16][CH2:17][c:18]2[cH:19][cH:20][cH:21][cH:22][cH:23]2)[CH2:11][CH2:12]1)([CH3:5])([CH3:6])[CH3:7].[CH3:24][CH2:25][O:26][CH2:27][CH3:28].[ClH:29].[O:30]1[CH2:31][CH2:32][O:33][CH2:34][CH2:35]1>>[ClH:29].[NH2:8][NH:9][C:10]1([NH:13][C:14](=[S:15])[O:16][CH2:17][c:18]2[cH:19][cH:20][cH:21][cH:22][cH:23]2)[CH2:11][CH2:12]1. Starting materials: CC(C)(C=1C=CC(=CC1)O)C=2C=CC(=CC2)O (BPA), C=O (methanal), NCCC[Si](OCC)(OCC)OCC (3-aminopropyl-triethoxysilane). Solvent: C(Cl)(Cl)Cl (chloroform). The product is O1NC=CC2=C1C=CC=C2 (Benzoxazine). Yield: 75.0%. As a reaction SMILES: C[C:2](C1C=CC(O)=CC=1)([C:4]1[CH:5]=[CH:6][C:7]([OH:10])=CC=1)C.C=O.[NH2:20][CH2:21][CH2:22][CH2:23][Si](OCC)(OCC)OCC>C(Cl)(Cl)Cl>[O:10]1[C:7]2[CH:6]=[CH:5][CH:4]=[CH:2][C:23]=2[CH:22]=[CH:21][NH:20]1. Procedure: In FIG. 6A, BPA (10 g, 43.8 mmol), methanal (5.26 g, 175 mmol) and 3-aminopropyl-triethoxysilane (19.4 g, 87.6 mmol) are mixed in chloroform (100 mL) for reaction at 85 Celsius degrees (° C.) for 24 hours (hr). The product obtained after the reaction do not need to be further purified. The product is directly condensed to obtain an anticipated product Bz-BES (yield: 75%). Elemental analysis calcd (%) for C37H62N2O8Si2: C 61.83, H 9.63, N 3.89; found C 61.70, H 8.67, N 3.81. Reactants: CS(=O)(=O)N1CCC(=CC1)C=1C=C2C(=CN1)OC(C2)C2CCN(CC2)C#N (4-[5-(1-methanesulfonyl-1,2,3,6-tetrahydro-pyridin-4-yl)-2,3-dihydro-furo[2,3-c]pyridine-2-yl]-piperidine-1-carbonitrile), Cl.NO (hydroxylamine hydrochloride), Intermediate 11. Product: ONC(=N)N1CCC(CC1)C1CC=2C(=CN=C(C2)C=2CCN(CC2)S(=O)(=O)C)O1 (N-Hydroxy-4-[5-(1-methanesulfonyl-1,2,3,6-tetrahydro-pyridin-4-yl)-2,3-dihydro-furo[2,3-c]pyridin-2-yl]-piperidine-1-carboxamidine). RXN SMILES: [CH3:1][S:2]([N:5]1[CH2:10][CH:9]=[C:8]([C:11]2[CH:12]=[C:13]3[CH2:19][CH:18]([CH:20]4[CH2:25][CH2:24][N:23]([C:26]#[N:27])[CH2:22][CH2:21]4)[O:17][C:14]3=[CH:15][N:16]=2)[CH2:7][CH2:6]1)(=[O:4])=[O:3].Cl.[NH2:29][OH:30]>>[OH:30][NH:29][C:26]([N:23]1[CH2:24][CH2:25][CH:20]([CH:18]2[O:17][C:14]3=[CH:15][N:16]=[C:11]([C:8]4[CH2:9][CH2:10][N:5]([S:2]([CH3:1])(=[O:4])=[O:3])[CH2:6][CH:7]=4)[CH:12]=[C:13]3[CH2:19]2)[CH2:21][CH2:22]1)=[NH:27] |f:1.2|. Procedure details: The title compound is prepared from 4-[5-(1-methanesulfonyl-1,2,3,6-tetrahydro-pyridin-4-yl)-2,3-dihydro-furo[2,3-c]pyridine-2-yl]-piperidine-1-carbonitrile and hydroxylamine hydrochloride following a procedure analogous to that described for Intermediate 11. LC (method 5): tR=0.54 min; Mass spectrum (ESI+): m/z=422 [M+H]+. Reactants: CC1=CC(=C2C(=N1)N=C(N2)CC)C (5,7-dimethyl-2ethylimidazo[4,5-b]pyridine), oil, [H-].[Na+] (NaH), [N+](=O)([O-])C1=CC=C(CBr)C=C1 (p-nitrobenzyl bromide), N#N (N2). Solvent: CN(C)C=O (DMF), C(Cl)Cl (CH2Cl2). Run at time 5 minute. The product is CC1=CC(=C2C(=N1)N(C(=N2)CC)CC2=CC=C(C=C2)[N+](=O)[O-])C (5,7-dimethyl-2-ethyl-3-(4-nitrophenylmethyl) -3H-imidazo[4,5-b]pyridine). Yield: 76.7%. Reaction SMILES: [CH3:1][C:2]1[N:7]=[C:6]2[N:8]=[C:9]([CH2:11][CH3:12])[NH:10][C:5]2=[C:4]([CH3:13])[CH:3]=1.[H-].[Na+].[N+:16]([C:19]1[CH:26]=[CH:25][C:22]([CH2:23]Br)=[CH:21][CH:20]=1)([O-:18])=[O:17].N#N>CN(C=O)C.C(Cl)Cl>[CH3:1][C:2]1[N:7]=[C:6]2[N:8]([CH2:23][C:22]3[CH:25]=[CH:26][C:19]([N+:16]([O-:18])=[O:17])=[CH:20][CH:21]=3)[C:9]([CH2:11][CH3:12])=[N:10][C:5]2=[C:4]([CH3:13])[CH:3]=1 |f:1.2|. Reported procedure: To a solution of 5.0 g (1.0 eq, 28.6 mmol) 5,7-dimethyl-2ethylimidazo[4,5-b]pyridine in 30 mL DMF under N2 at rt was added 1.37 g (1.2 eq, 34.3 mmol) of a 60% oil dispersion of NaH. After stirring for 5 minutes, 8.64 g (1.4 eq, 40.0 mmol) of p-nitrobenzyl bromide was added. The dark brown mixture was stirred for 2 hours under a blanket of N2 at rt. The mixture was diluted with 1 L CH2Cl2 and washed with 500 mL H2O and 500 mL saturated aqueous NaCl. The organic phase was dried is over MgSO4 and c...